Dataset: the Open Reaction Database (ORD), a public repository of structured organic reaction records. Task: describe an organic reaction: reactants, conditions, products, and yield The reactants are C(C)[NH+](CC)CC (triethylammonium), C([O-])([O-])=O (carbonate), Benzaldehyde polystyrene resin, C(C1=CC=CC=C1)=O (benzaldehyde), C1(=CC=CC=C1)C1=NOC(=C1)CN1CCC(CC1)CN (1-{1-[(3-phenyl-5-isoxazolyl)methyl]-4-piperidinyl}methanamine), ClC=1C=CC(=NC1)C(=O)O (5-chloropicolinic acid), N-cyclohexylcarbodiimide-N′-propyloxymethyl polystyrene resin, N=C=N (Carbodiimide). Solvent: CN(C=O)C (N,N-dimethylformamide), ClC(C)Cl (dichloroethane). Reaction conditions: time 45 minute. Yields the product ClC=1C=CC(=NC1)C(=O)NCC1CCN(CC1)CC1=CC(=NO1)C1=CC=CC=C1 (5-chloro-N-({1-[(3-phenyl-5-isoxazolyl)methyl]-4-piperidinyl}methyl)-2-pyridinecarboxamide). Yield: 39.6%. As a reaction SMILES: [Cl:1][C:2]1[CH:3]=[CH:4][C:5]([C:8]([OH:10])=O)=[N:6][CH:7]=1.N=C=N.[C:14]1([C:20]2[CH:24]=[C:23]([CH2:25][N:26]3[CH2:31][CH2:30][CH:29]([CH2:32][NH2:33])[CH2:28][CH2:27]3)[O:22][N:21]=2)[CH:19]=[CH:18][CH:17]=[CH:16][CH:15]=1.C(=O)C1C=CC=CC=1.C([NH+](CC)CC)C.C(=O)([O-])[O-]>ClC(Cl)C.CN(C)C=O>[Cl:1][C:2]1[CH:3]=[CH:4][C:5]([C:8]([NH:33][CH2:32][CH:29]2[CH2:28][CH2:27][N:26]([CH2:25][C:23]3[O:22][N:21]=[C:20]([C:14]4[CH:19]=[CH:18][CH:17]=[CH:16][CH:15]=4)[CH:24]=3)[CH2:31][CH2:30]2)=[O:10])=[N:6][CH:7]=1. Reported procedure: A mixture of 5-chloropicolinic acid (43 mg) and N-cyclohexylcarbodiimide-N′-propyloxymethyl polystyrene resin (PS-Carbodiimide: Argonaut Technologies catalog number 80,037-1; 354 mg) in dichloroethane (4 mL) was shaken for 45 minutes. The reaction was shaken for 45 minutes more after the addition of N,N-dimethylformamide (0.1 mL). The compound prepared in Example 9 (50 mg) was added and the mixture was shaken overnight. Benzaldehyde polystyrene resin (PS-benzaldehyde: Argonaut Technologies catal... Reactants: C1(CCCCC1)P(C1=C(C=CC=C1)C1=C(C=C(C=C1C(C)C)C(C)C)C(C)C)C1CCCCC1 (2-dicyclohexylphosphino-2′,4′,6′-triisopropyl-1,1′-biphenyl), C([O-])([O-])=O.[Cs+].[Cs+] (caesium carbonate), C(C)(C)(C)C=1C=C(C(=C(C1)NC(=O)C=1N(C2=C(C=CC=C2C1)Br)C)OC)NS(=O)(=O)C (7-bromo-1-methyl-1H-indole-2-carboxylic acid-(5-tert-butyl-3-methanesulphonylamino-2-methoxy-phenyl)-amide), C(C)(C)(C)OC(=O)N1CCN(CC1)C[B-](F)(F)F.[K+] (potassium ((4-(tert.-butoxycarbonyl)-piperazin-1-yl)-methyl)-trifluoroborate). The reagents and catalysts are CC(=O)O.CC(=O)O.[Pd] (palladium-II-acetate). The solvent is O (water), C(C)(=O)OCC (ethyl acetate), O1CCCC1 (tetrahydrofuran), O (water). Run at temperature 80 celsius, time 10 minute. Product: C(C)(C)(C)C=1C=C(C(=C(C1)NC(=O)C=1N(C2=C(C=CC=C2C1)CN1CCN(CC1)C(=O)OC(C)(C)C)C)OC)NS(=O)(=O)C (tert-butyl 4-[2-(5-tert-butyl-3-methanesulphonylamino-2-methoxy-phenylcarbamoyl)-1-methyl-1H-indol-7-ylmethyl]-piperazine-1-carboxylate). Reaction SMILES: [C:1]([C:5]1[CH:6]=[C:7]([NH:27][S:28]([CH3:31])(=[O:30])=[O:29])[C:8]([O:25][CH3:26])=[C:9]([NH:11][C:12]([C:14]2[N:15]([CH3:24])[C:16]3[C:21]([CH:22]=2)=[CH:20][CH:19]=[CH:18][C:17]=3Br)=[O:13])[CH:10]=1)([CH3:4])([CH3:3])[CH3:2].[C:32]([O:36][C:37]([N:39]1[CH2:44][CH2:43][N:42]([CH2:45][B-](F)(F)F)[CH2:41][CH2:40]1)=[O:38])([CH3:35])([CH3:34])[CH3:33].[K+].C(=O)([O-])[O-].[Cs+].[Cs+].C1(P(C2CCCCC2)C2C=CC=CC=2C2C(C(C)C)=CC(C(C)C)=CC=2C(C)C)CCCCC1>O1CCCC1.O.CC(O)=O.CC(O)=O.[Pd].C(OCC)(=O)C>[C:1]([C:5]1[CH:6]=[C:7]([NH:27][S:28]([CH3:31])(=[O:30])=[O:29])[C:8]([O:25][CH3:26])=[C:9]([NH:11][C:12]([C:14]2[N:15]([CH3:24])[C:16]3[C:21]([CH:22]=2)=[CH:20][CH:19]=[CH:18][C:17]=3[CH2:45][N:42]2[CH2:43][CH2:44][N:39]([C:37]([O:36][C:32]([CH3:35])([CH3:34])[CH3:33])=[O:38])[CH2:40][CH2:41]2)=[O:13])[CH:10]=1)([CH3:4])([CH3:3])[CH3:2] |f:1.2,3.4.5,9.10.11|. Procedure details: 8.99 g 7-bromo-1-methyl-1H-indole-2-carboxylic acid-(5-tert-butyl-3-methanesulphonylamino-2-methoxy-phenyl)-amide and 5.95 g potassium ((4-(tert.-butoxycarbonyl)-piperazin-1-yl)-methyl)-trifluoroborate (for preparation see Org. Lett. 2007, 9, 1597-1600) are dissolved in 150 ml of tetrahydrofuran and 15 ml of water, combined with 17.3 g caesium carbonate and argon is piped through the resulting solution for 10 minutes. Then 120 mg palladium-II-acetate and 1.23 g 2-dicyclohexylphosphino-2′,4′,6′-t... The reactants are CC=1N=CC(=NC1)NC1=NC=NC2=CC=C(C=C12)O (4-[(5-methylpyrazin-2-yl)amino]quinazolin-6-ol), C(C)OC(COC=1C=CC(=NC1)F)OCC (5-(2,2-diethoxyethoxy)-2-fluoropyridine), C(C)N.O1CCCC1 (ethylamine tetrahydrofuran). Yields the product C(C)NCCOC=1C=CC(=NC1)OC=1C=C2C(=NC=NC2=CC1)NC1=NC=C(N=C1)C (6-({5-[2-(ethylamino)ethoxy]pyridin-2-yl}oxy)-N-(5-methylpyrazin-2-yl)quinazoline-4-amine). Reaction SMILES: [CH3:1][C:2]1[N:3]=[CH:4][C:5]([NH:8][C:9]2[C:18]3[C:13](=[CH:14][CH:15]=[C:16]([OH:19])[CH:17]=3)[N:12]=[CH:11][N:10]=2)=[N:6][CH:7]=1.C(O[CH:23](OCC)[CH2:24][O:25][C:26]1[CH:27]=[CH:28][C:29](F)=[N:30][CH:31]=1)C.[CH2:36]([NH2:38])[CH3:37].O1CCCC1>>[CH2:36]([NH:38][CH2:23][CH2:24][O:25][C:26]1[CH:27]=[CH:28][C:29]([O:19][C:16]2[CH:17]=[C:18]3[C:13](=[CH:14][CH:15]=2)[N:12]=[CH:11][N:10]=[C:9]3[NH:8][C:5]2[CH:4]=[N:3][C:2]([CH3:1])=[CH:7][N:6]=2)=[N:30][CH:31]=1)[CH3:37] |f:2.3|. Reported procedure: Using 4-[(5-methylpyrazin-2-yl)amino]quinazolin-6-ol, 5-(2,2-diethoxyethoxy)-2-fluoropyridine and 2 M ethylamine/tetrahydrofuran solution, and in the same manner as in Example 31 or according to a method similar to it or according to a combination thereof with an ordinary method, the entitled compound (52 mg) was obtained as a pale yellow amorphous solid. The reactants are COC(=O)COc1cc2c(c(Cl)c1Cl)C(=O)C(CCOC(C)=O)C2, CCOC(C)=O, CC(=O)O, C=CC(C)=O, C1=C2CCCN2NCC1, C1CCOC1, O. The product is COC(=O)COc1cc2c(c(Cl)c1Cl)C(=O)C(CCOC(C)=O)(CCC(C)=O)C2. Reaction SMILES: [C:1]([CH3:2])(=[O:3])[O:4][CH2:5][CH2:6][CH:7]1[C:8](=[O:24])[c:9]2[c:10]([Cl:23])[c:11]([Cl:22])[c:12]([O:16][CH2:17][C:18](=[O:19])[O:20][CH3:21])[cH:13][c:14]2[CH2:15]1.[CH3:45][CH2:46][O:47][C:48](=[O:49])[CH3:50].[CH3:51][C:52](=[O:53])[OH:54].[CH:34](=[CH2:35])[C:36](=[O:37])[CH3:38].[N:25]12[CH2:26][CH2:27][CH2:28][C:29]1=[CH:30][CH2:31][CH2:32][NH:33]2.[O:40]1[CH2:41][CH2:42][CH2:43][CH2:44]1.[OH2:39]>>[C:1]([CH3:2])(=[O:3])[O:4][CH2:5][CH2:6][C:7]1([CH2:35][CH2:34][C:36](=[O:37])[CH3:38])[C:8](=[O:24])[c:9]2[c:10]([Cl:23])[c:11]([Cl:22])[c:12]([O:16][CH2:17][C:18](=[O:19])[O:20][CH3:21])[cH:13][c:14]2[CH2:15]1. The reactants are C(C)(=O)NC1CN(CCN(C1)CC1=CC(=CC=C1)C)C (6-acetylamino-1-(3-methylbenzyl)-4-methyl-hexahydro-1H-1,4-diazepine), N1N=C(C2=CC=CC=C12)C(=O)O (1H-indazole-3-carboxylic acid), Cl.C(C)N=C=NCCCN(C)C (1-ethyl-3-(3-dimethylaminopropyl)carbodiimide hydrochloride), [OH-].[Na+] (sodium hydroxide). Solvent: Cl (hydrochloric acid), ClCCl (dichloromethane). Conditions: time 2 hour. Yields the product CC=1C=C(CN2CCN(CC(C2)NC(=O)C2=NNC3=CC=CC=C23)C)C=CC1 (N-[1-(3-methylbenzyl)-4-methylhexahydro-1H-1,4-diazepin-6-yl]-1H-indazole-3-carboxamide). Isolated yield 32.4%. Reaction SMILES: [C:1]([NH:4][CH:5]1[CH2:11][N:10]([CH2:12][C:13]2[CH:18]=[CH:17][CH:16]=[C:15]([CH3:19])[CH:14]=2)[CH2:9][CH2:8][N:7]([CH3:20])[CH2:6]1)(=[O:3])[CH3:2].[OH-].[Na+].[NH:23]1[C:31]2[C:26](=[CH:27][CH:28]=[CH:29][CH:30]=2)C(C(O)=O)=[N:24]1.Cl.C(N=C=NCCCN(C)C)C>Cl.ClCCl>[CH3:19][C:15]1[CH:14]=[C:13]([CH:18]=[CH:17][CH:16]=1)[CH2:12][N:10]1[CH2:11][CH:5]([NH:4][C:1]([C:2]2[C:26]3[C:31](=[CH:30][CH:29]=[CH:28][CH:27]=3)[NH:23][N:24]=2)=[O:3])[CH2:6][N:7]([CH3:20])[CH2:8][CH2:9]1 |f:1.2,4.5|. Procedure: A solution of 6-acetylamino-1-(3-methylbenzyl)-4-methyl-hexahydro-1H-1,4-diazepine (0.9 g) in 10% hydrochloric acid (20 ml) is refluxed with stirring for 2 hours. After cooling, the reaction mixture is basified with 48% aqueous sodium hydroxide solution and extracted with chloroform. The organic layer is washed with water and dried over magnesium sulfate. The solvent is evaporated under reduced pressure to give an oil. A mixture of this oil, 1H-indazole-3-carboxylic acid (530 mg), 1-ethyl-3-(3-d... Starting materials: BrC1=C(C=C(C=C1)S(=O)(=O)N(C)C)F (4-bromo-3-fluoro-N,N-dimethylbenzenesulfonamide), C(C)(C)(C)P(C(C)(C)C)C(C)(C)C (Tri-t-butylphosphine), C(#N)C1=CC=C(N1C)B(O)O (5-cyano-1-methyl-1H-pyrrol-2-ylboronic acid), [F-].[K+] (potassium fluoride). Reagents/catalysts: C=1C=CC(=CC1)/C=C/C(=O)/C=C/C2=CC=CC=C2.C=1C=CC(=CC1)/C=C/C(=O)/C=C/C2=CC=CC=C2.C=1C=CC(=CC1)/C=C/C(=O)/C=C/C2=CC=CC=C2.[Pd].[Pd] (tris(dibenzylideneacetone)dipalladium). Reaction conditions: time 16 hour. Yields the product C(#N)C1=CC=C(N1C)C1=C(C=C(C=C1)S(=O)(=O)N(C)C)F (4-(5-cyano-1-methyl-1H-pyrrol-2-yl)-3-fluoro-N,N-dimethylbenzenesulfonamide). Isolated yield 28.1%. Reaction SMILES: Br[C:2]1[CH:7]=[CH:6][C:5]([S:8]([N:11]([CH3:13])[CH3:12])(=[O:10])=[O:9])=[CH:4][C:3]=1[F:14].[C:15]([C:17]1[N:21]([CH3:22])[C:20](B(O)O)=[CH:19][CH:18]=1)#[N:16].[F-].[K+].C(P(C(C)(C)C)C(C)(C)C)(C)(C)C>C1C=CC(/C=C/C(/C=C/C2C=CC=CC=2)=O)=CC=1.C1C=CC(/C=C/C(/C=C/C2C=CC=CC=2)=O)=CC=1.C1C=CC(/C=C/C(/C=C/C2C=CC=CC=2)=O)=CC=1.[Pd].[Pd]>[C:15]([C:17]1[N:21]([CH3:22])[C:20]([C:2]2[CH:7]=[CH:6][C:5]([S:8]([N:11]([CH3:13])[CH3:12])(=[O:10])=[O:9])=[CH:4][C:3]=2[F:14])=[CH:19][CH:18]=1)#[N:16] |f:2.3,5.6.7.8.9|. Procedure details: According to general procedure B, 4-bromo-3-fluoro-N,N-dimethylbenzenesulfonamide (166 mg, 0.59 mmol), 5-cyano-1-methyl-1H-pyrrol-2-ylboronic acid (106 mg, 0.70 mmol), potassium fluoride (113 mg, 1.95 mmol), and tris(dibenzylideneacetone)dipalladium (0) (15 mg, 0.01 mmol) were placed in an oven dried flask under nitrogen and dry THF (1.4 mL) was added. Tri-t-butylphosphine (89 μL, 0.02 mmol, 10 wt % in hexane) was added and the reaction was stirred for 16 hours. 4-(5-cyano-1-methyl-1H-pyrrol-2-y... Starting materials: ClCC1(COC1)CCl (3,3-bis(chloromethyl)oxetane), CC1(COC1)C (3,3-dimethyloxetane), C(C)C1(COC1)COCC1=C(C=CC=C1)COCC1(COC1)CC (bis[(3-ethyl-3-oxetanylmethoxy)methyl]benzene), xylylene dioxetane, C(C)C1(COC1)CO (3-ethyl-3-hydroxymethyloxetane), compound ( d ), C1CCO1 (trimethylene oxide), C(C)C1(COC1)COC1=CC=CC=C1 (3-ethyl-3-phenoxymethyloxetane). Product: C(C)C1(COC1)COCC=1C(=C(C=CC1)COCC1(COC1)CC)COCC1(COC1)CC (tri[(3-ethyl-3-oxetanylmethoxy)methyl]benzene), C(C)C1(COC1)COCC1=C(C=CC=C1)OC1=C(C=CC=C1)COCC1(COC1)CC (bis[(3-ethyl-3-oxetanylmethoxy)methylphenyl]ether). As a reaction SMILES: C1[O:4][CH2:3]C1.CC1(C)COC1.ClCC1(CCl)COC1.[CH2:19]([C:21]1([CH2:25][O:26][C:27]2[CH:32]=[CH:31][CH:30]=[CH:29][CH:28]=2)[CH2:24][O:23][CH2:22]1)[CH3:20].C(C1(CO)COC1)C.[CH2:41]([C:43]1([CH2:47][O:48][CH2:49][C:50]2[CH:55]=[CH:54][CH:53]=[CH:52][C:51]=2[CH2:56][O:57][CH2:58][C:59]2([CH2:63][CH3:64])[CH2:62][O:61][CH2:60]2)[CH2:46][O:45][CH2:44]1)[CH3:42]>>[CH2:41]([C:43]1([CH2:47][O:48][CH2:49][C:50]2[C:51]([CH2:56][O:57][CH2:58][C:59]3([CH2:63][CH3:64])[CH2:62][O:61][CH2:60]3)=[C:52]([CH2:27][O:26][CH2:25][C:21]3([CH2:19][CH3:20])[CH2:24][O:23][CH2:22]3)[CH:53]=[CH:54][CH:55]=2)[CH2:46][O:45][CH2:44]1)[CH3:42].[CH2:63]([C:59]1([CH2:58][O:57][CH2:56][C:51]2[CH:52]=[CH:53][CH:54]=[CH:55][C:50]=2[O:4][C:3]2[CH:28]=[CH:29][CH:30]=[CH:31][C:32]=2[CH2:27][O:26][CH2:25][C:21]2([CH2:19][CH3:20])[CH2:22][O:23][CH2:24]2)[CH2:60][O:61][CH2:62]1)[CH3:64]. Procedure: Specific examples of the compound (d) include trimethylene oxide, 3,3-dimethyloxetane, 3,3-bis(chloromethyl)oxetane, 3-ethyl-3-phenoxymethyloxetane, 3-ethyl-3-hydroxymethyloxetane (EOXA, trade name, produced by Toa Gosei), bis[(3-ethyl-3-oxetanylmethoxy)methyl]benzene (also called xylylene dioxetane; XDO, trade name, produced by Toa Gosei), tri[(3-ethyl-3-oxetanylmethoxy)methyl]benzene, bis[(3-ethyl-3-oxetanylmethoxy)methylphenyl]ether, (3-ethyl-3-oxetanylmethoxy)oligodimethylsiloxane, and compo...